This data is from the Open Reaction Database (ORD), a public repository of structured organic reaction records. The task is: describe an organic reaction: reactants, conditions, products, and yield The reactants are C(C)(C)(C)OC(CN(CC(CC)Cl)C(C1=CC=CC=C1)C1=CC=CC=C1)=O ([benzhydryl-(2-chlorobutyl)amino]acetic acid tert-butyl ester), C[Si](C)(C)[N-][Si](C)(C)C.[Na+] (NaHMDS), CC(=O)O (AcOH). Run in C1CCOC1 (THF). Yields the product C(C)(C)(C)OC(=O)[C@@H]1N(C[C@H]1CC)C(C1=CC=CC=C1)C1=CC=CC=C1 ((+)-trans-1-benzhydryl-3-ethylazetidine-2-carboxylic acid tert-butyl ester). Isolated yield 86.0%. As a reaction SMILES: [C:1]([O:5][C:6](=[O:27])[CH2:7][N:8]([CH:14]([C:21]1[CH:26]=[CH:25][CH:24]=[CH:23][CH:22]=1)[C:15]1[CH:20]=[CH:19][CH:18]=[CH:17][CH:16]=1)[CH2:9][CH:10](Cl)[CH2:11][CH3:12])([CH3:4])([CH3:3])[CH3:2].C[Si]([N-][Si](C)(C)C)(C)C.[Na+].CC(O)=O>C1COCC1>[C:1]([O:5][C:6]([C@H:7]1[C@H:10]([CH2:11][CH3:12])[CH2:9][N:8]1[CH:14]([C:21]1[CH:26]=[CH:25][CH:24]=[CH:23][CH:22]=1)[C:15]1[CH:20]=[CH:19][CH:18]=[CH:17][CH:16]=1)=[O:27])([CH3:4])([CH3:3])[CH3:2] |f:1.2|. Procedure details: To a stirred solution of [benzhydryl-(2-chlorobutyl)amino]acetic acid tert-butyl ester (7.7 g, 19.9 mmol, 1 eq.) in dry THF (120 mL) at −78° C. was added NaHMDS (49.7 mL, 49.6 mmol, 2.5 eq.) dropwise over 45 min. The reaction was then neutralized with AcOH (0.2 mL). The solid formed was filtered off and washed with EtOAc and the filtrate was concentrated in vacuo. The residue was redissolved in EtOAc, washed with brine, dried over MgSO4, filtered, concentrated in vacuo. The resulting product was... Reactants: COc1ccc(C=O)cc1Br, Cc1ccccc1, CCO, [Na+], [Na+], O=C([O-])[O-], c1ccc(P(c2ccccc2)(c2ccccc2)[Pd](P(c2ccccc2)(c2ccccc2)c2ccccc2)(P(c2ccccc2)(c2ccccc2)c2ccccc2)P(c2ccccc2)(c2ccccc2)c2ccccc2)cc1, OB(O)c1cccs1. The product is COc1ccc(C=O)cc1-c1cccs1. As a reaction SMILES: [CH3:1][O:2][c:3]1[c:4]([Br:11])[cH:5][c:6]([CH:7]=[O:8])[cH:9][cH:10]1.[CH3:26][c:27]1[cH:28][cH:29][cH:30][cH:31][cH:32]1.[CH3:33][CH2:34][OH:35].[Na+:12].[Na+:13].[O-:14][C:15](=[O:16])[O-:17].[cH:36]1[cH:37][cH:38][c:39]([P:40]([Pd:41]([P:42]([c:43]2[cH:44][cH:45][cH:46][cH:47][cH:48]2)([c:49]2[cH:50][cH:51][cH:52][cH:53][cH:54]2)[c:55]2[cH:56][cH:57][cH:58][cH:59][cH:60]2)([P:61]([c:62]2[cH:63][cH:64][cH:65][cH:66][cH:67]2)([c:68]2[cH:69][cH:70][cH:71][cH:72][cH:73]2)[c:74]2[cH:75][cH:76][cH:77][cH:78][cH:79]2)[P:80]([c:81]2[cH:82][cH:83][cH:84][cH:85][cH:86]2)([c:87]2[cH:88][cH:89][cH:90][cH:91][cH:92]2)[c:93]2[cH:94][cH:95][cH:96][cH:97][cH:98]2)([c:99]2[cH:100][cH:101][cH:102][cH:103][cH:104]2)[c:105]2[cH:106][cH:107][cH:108][cH:109][cH:110]2)[cH:111][cH:112]1.[s:18]1[c:19]([B:23]([OH:24])[OH:25])[cH:20][cH:21][cH:22]1>>[CH3:1][O:2][c:3]1[c:4](-[c:19]2[s:18][cH:22][cH:21][cH:20]2)[cH:5][c:6]([CH:7]=[O:8])[cH:9][cH:10]1. The reactants are O=c1[nH]nc(CC2CCNC2)n1-c1ccc(Br)cc1, CCC(=O)Cl, CCN(C(C)C)C(C)C, ClCCl, Cl. Yields the product CCC(=O)N1CCC(Cc2n[nH]c(=O)n2-c2ccc(Br)cc2)C1. Reaction SMILES: [Br:2][c:3]1[cH:4][cH:5][c:6](-[n:9]2[c:10](=[O:20])[nH:11][n:12][c:13]2[CH2:14][CH:15]2[CH2:16][NH:17][CH2:18][CH2:19]2)[cH:7][cH:8]1.[C:30]([CH2:31][CH3:32])(=[O:33])[Cl:34].[CH:21]([N:22]([CH2:23][CH3:24])[CH:25]([CH3:26])[CH3:27])([CH3:28])[CH3:29].[Cl:35][CH2:36][Cl:37].[ClH:1]>>[Br:2][c:3]1[cH:4][cH:5][c:6](-[n:9]2[c:10](=[O:20])[nH:11][n:12][c:13]2[CH2:14][CH:15]2[CH2:16][N:17]([C:30]([CH2:31][CH3:32])=[O:33])[CH2:18][CH2:19]2)[cH:7][cH:8]1. Starting materials: NN, O=C(CC1CCNCC1)c1ccnc2ccccc12, [Na+], [OH-], O, O, OCCOCCO. Yields the product c1ccc2c(CCC3CCNCC3)ccnc2c1. RXN SMILES: [NH2:21][NH2:22].[NH:1]1[CH2:2][CH2:3][CH:4]([CH2:7][C:8](=[O:9])[c:10]2[cH:11][cH:12][n:13][c:14]3[cH:15][cH:16][cH:17][cH:18][c:19]23)[CH2:5][CH2:6]1.[Na+:24].[OH-:23].[OH2:20].[OH2:32].[OH:25][CH2:26][CH2:27][O:28][CH2:29][CH2:30][OH:31]>>[NH:1]1[CH2:2][CH2:3][CH:4]([CH2:7][CH2:8][c:10]2[cH:11][cH:12][n:13][c:14]3[cH:15][cH:16][cH:17][cH:18][c:19]23)[CH2:5][CH2:6]1. Reactants: C(C)OP(=O)(OCC)C1=CC=C(C=C1)CO (4-(diethylphosphono)phenylmethanol), S(=O)(Cl)Cl (thionyl chloride). Reaction conditions: time 30 minute. Run in C(Cl)Cl (methylene chloride). Reported procedure: To a stirred solution of 1.3 grams (0.004 mole) of 4-(diethylphosphono)phenylmethanol and two drops of pyridine in 10 mL of methylene chloride was added 0.39 mL (0.005 mole) of thionyl chloride. Upon completion of the addition, the reaction mixture was stirred for 30 minutes, then washed with 10 mL of water and 10 mL of an aqueous solution saturated with sodium chloride. The organic layer was dried with magnesium sulfate and filtered. The filtrate was concentrated under reduced pressure, yieldin... The product is C(C)OP(=O)(OCC)C1=CC=C(C=C1)CCl (4-(diethylphosphono)phenylmethyl chloride). The reagents and catalysts are N1=CC=CC=C1 (pyridine). As a reaction SMILES: [CH2:1]([O:3][P:4]([C:9]1[CH:14]=[CH:13][C:12]([CH2:15]O)=[CH:11][CH:10]=1)([O:6][CH2:7][CH3:8])=[O:5])[CH3:2].S(Cl)([Cl:19])=O>N1C=CC=CC=1.C(Cl)Cl>[CH2:1]([O:3][P:4]([C:9]1[CH:14]=[CH:13][C:12]([CH2:15][Cl:19])=[CH:11][CH:10]=1)([O:6][CH2:7][CH3:8])=[O:5])[CH3:2].